Task: describe an organic reaction: reactants, conditions, products, and yield. Dataset: the Open Reaction Database (ORD), a public repository of structured organic reaction records Reactants: CC(C)(C)[Si](C)(C)Cl, O=C([O-])O, C=CC1C(O)CCC12CCN(C(=O)OC(C)(C)C)CC2, [Na+], CN(C)C=O, c1c[nH]cn1. The product is C=CC1C(O[Si](C)(C)C(C)(C)C)CCC12CCN(C(=O)OC(C)(C)C)CC2. RXN SMILES: [C:26]([CH3:27])([CH3:28])([CH3:29])[Si:30]([CH3:31])([CH3:32])[Cl:33].[C:39](=[O:40])([OH:41])[O-:42].[CH:1](=[CH2:2])[CH:3]1[CH:4]([OH:20])[CH2:5][CH2:6][C:7]12[CH2:8][CH2:9][N:10]([C:13](=[O:14])[O:15][C:16]([CH3:17])([CH3:18])[CH3:19])[CH2:11][CH2:12]2.[Na+:43].[O:34]=[CH:35][N:36]([CH3:37])[CH3:38].[nH:21]1[cH:22][cH:23][n:24][cH:25]1>>[CH:1](=[CH2:2])[CH:3]1[CH:4]([O:20][Si:30]([C:26]([CH3:27])([CH3:28])[CH3:29])([CH3:31])[CH3:32])[CH2:5][CH2:6][C:7]12[CH2:8][CH2:9][N:10]([C:13](=[O:14])[O:15][C:16]([CH3:17])([CH3:18])[CH3:19])[CH2:11][CH2:12]2.